Dataset: the Open Reaction Database (ORD), a public repository of structured organic reaction records. Task: describe an organic reaction: reactants, conditions, products, and yield Starting materials: Cl.CNC (Dimethylamine hydrochloride), Cl (hydrochloric acid), C[Al](C)C (trimethylaluminium), ClC=1C=C(C=CC1)C1=C(C2=C(N=C(O2)C(=O)OCC)C(=C1C)C#N)F (ethyl 6-(3-chlorophenyl)-4-cyano-7-fluoro-5-methyl-1,3-benzoxazole-2-carboxylate). Solvent: ClCCl (dichloromethane), ClCCl (dichloromethane). Run at time 30 minute. Product: ClC=1C=C(C=CC1)C1=C(C2=C(N=C(O2)C(=O)N(C)C)C(=C1C)C#N)F (6-(3-Chlorophenyl)-4-cyano-7-fluoro-N,N,5-trimethyl-1,3-benzoxazole-2-carboxamide). Isolated yield 79.8%. RXN SMILES: Cl.[CH3:2][NH:3][CH3:4].C[Al](C)C.[Cl:9][C:10]1[CH:11]=[C:12]([C:16]2[C:29]([CH3:30])=[C:28]([C:31]#[N:32])[C:19]3[N:20]=[C:21]([C:23]([O:25]CC)=O)[O:22][C:18]=3[C:17]=2[F:33])[CH:13]=[CH:14][CH:15]=1.Cl>ClCCl>[Cl:9][C:10]1[CH:11]=[C:12]([C:16]2[C:29]([CH3:30])=[C:28]([C:31]#[N:32])[C:19]3[N:20]=[C:21]([C:23]([N:3]([CH3:4])[CH3:2])=[O:25])[O:22][C:18]=3[C:17]=2[F:33])[CH:13]=[CH:14][CH:15]=1 |f:0.1|. Reported procedure: Dimethylamine hydrochloride (1.406 g, 17.27 mmol) was suspended in dichloromethane (20 ml), and under nitrogen atmosphere at 0° C., trimethylaluminium (1.03 M n-hexane solution) (16.8 ml, 17.27 mmol) was gradually dropwise added. After stirring at room temperature for 30 minutes, a dichloromethane (20 ml) solution of ethyl 6-(3-chlorophenyl)-4-cyano-7-fluoro-5-methyl-1,3-benzoxazole-2-carboxylate (I-310) (2.065 g, 5.75 mmol) was dropwise added at 0° C. The solution was stirred for 21 hours with ... The reactants are BrCC(=O)Br (bromoacetyl bromide), C1(=CC=CC=C1)CC1=CC=CC=C1 (diphenylmethane), water ice, [Cl-].[Al+3].[Cl-].[Cl-] (aluminum chloride). Solvent: C(Cl)Cl (methylene chloride). Reaction conditions: temperature 2.5 celsius, time 4 hour. Product: C(C1=CC=CC=C1)C1=CC=C(C=C1)CC(=O)Br (2-(4-benzylphenyl)acetyl bromide). The yield is 65.4%. Reaction SMILES: Br[CH2:2][C:3]([Br:5])=[O:4].[C:6]1([CH2:12][C:13]2[CH:18]=[CH:17][CH:16]=[CH:15][CH:14]=2)[CH:11]=[CH:10][CH:9]=[CH:8][CH:7]=1.[Cl-].[Al+3].[Cl-].[Cl-]>C(Cl)Cl>[CH2:12]([C:6]1[CH:11]=[CH:10][C:9]([CH2:2][C:3]([Br:5])=[O:4])=[CH:8][CH:7]=1)[C:13]1[CH:18]=[CH:17][CH:16]=[CH:15][CH:14]=1 |f:2.3.4.5|. Procedure details: A mixture of 2.7 g (0.030 mol) of bromoacetyl bromide, 54 ml of methylene chloride and 4 g (0.0238 mol) of diphenylmethane is cooled to 0-5° C. and 3.7 ml (0.0274 mol) of aluminum chloride are added. The mixture is stirred at room temperature for 4 hours. It is poured into a water/ice mixture and the two phases are separated. The organic phase is dried over sodium sulfate and the solvent is evaporated off under reduced pressure. The residue is taken up with isopropyl ether, the mixture is stirre...